From a dataset of the Open Reaction Database (ORD), a public repository of structured organic reaction records. describe an organic reaction: reactants, conditions, products, and yield The reactants are C(C)(C)(C)OC(=O)N[C@H](C(C)(C)SC(C1=CC=CC=C1)(C1=CC=CC=C1)C1=CC=CC=C1)C(=O)O (N-t-butoxycarbonyl-S-trityl-D-penicillamine), CI (methyl iodide), C(O)([O-])=O.[K+] (potassium hydrogencarbonate), ice water. The solvent is CN(C=O)C (dimethylformamide). Reaction conditions: time 14 hour. Product: COC([C@H](NC(=O)OC(C)(C)C)C(C)(C)SC(C1=CC=CC=C1)(C1=CC=CC=C1)C1=CC=CC=C1)=O (N-t-butoxycarbonyl-S-trityl-D-penicillamine methyl ester). Isolated yield 97.2%. As a reaction SMILES: [C:1]([O:5][C:6]([NH:8][C@@H:9]([C:33]([OH:35])=[O:34])[C:10]([S:13][C:14]([C:27]1[CH:32]=[CH:31][CH:30]=[CH:29][CH:28]=1)([C:21]1[CH:26]=[CH:25][CH:24]=[CH:23][CH:22]=1)[C:15]1[CH:20]=[CH:19][CH:18]=[CH:17][CH:16]=1)([CH3:12])[CH3:11])=[O:7])([CH3:4])([CH3:3])[CH3:2].CI.[C:38](=O)([O-])O.[K+]>CN(C)C=O>[CH3:38][O:34][C:33](=[O:35])[C@@H:9]([C:10]([S:13][C:14]([C:27]1[CH:32]=[CH:31][CH:30]=[CH:29][CH:28]=1)([C:21]1[CH:22]=[CH:23][CH:24]=[CH:25][CH:26]=1)[C:15]1[CH:16]=[CH:17][CH:18]=[CH:19][CH:20]=1)([CH3:12])[CH3:11])[NH:8][C:6]([O:5][C:1]([CH3:2])([CH3:3])[CH3:4])=[O:7] |f:2.3|. Procedure details: To the solution of N-t-butoxycarbonyl-S-trityl-D-penicillamine (A-2) (6.0 g) in dimethylformamide (40 ml), were added methyl iodide (1.5 ml) and potassium hydrogencarbonate (2.4 g), and the mixture was stirred for 14 hours. To the reaction mixture was added ice-water, and the mixture was extracted with ethyl acetate. The organic layer was washed with water and then with saturated saline, and dried over magnesium sulfate. The solvent was evaporated off under reduced pressure, to give N-t-butoxyca... Reactants: ClC=1C=C(C=CC1Cl)C1(CN(CC1)C(C1=CC(=C(C(=C1)OC)OC)OC)=O)CCCS(=O)(=O)[O-] (2-[3-(3,4-dichloro-phenyl)-1-(3,4,5-trimethoxy-benzoyl)-pyrrolidin-3-yl]-ethyl-methanesulfonate), 4-phenyl-piperidine-4-carboxylic acid 4-methylpiperazine-amide pyrrolidin-3-yl, C(C)CS(=O)(=O)[O-] (ethyl-methanesulfonate), Cl.CN1CCN(CC1)C(=O)N.C1(=CC=CC=C1)C1(CCNCC1)C(=O)O (4-phenyl-piperidine-4-carboxylic acid 4-methylpiperazine-amide hydrochloride), C(C)(=O)OCC.CCCCCC (ethyl acetate hexane). Run in CO.ClCCl (methanol dichloromethane), CO.ClCCl (methanol dichloromethane). Yields the product Cl.CN1CCN(CC1)C(=O)N.ClC=1C=C(C=CC1Cl)C1(CN(CC1)C(C1=CC(=C(C(=C1)OC)OC)OC)=O)CCN1CCC(CC1)(C(=O)O)C1=CC=CC=C1 (1-[2-[3-(3,4-dichloro-phenyl)-1-(3,4,5-trimethoxy-benzoyl)-pyrrolidin-3-yl]-ethyl]-4-phenyl-piperidine-4-carboxylic acid 4-methylpiperazine-amide hydrochloride). RXN SMILES: [Cl:1][C:2]1[CH:3]=[C:4]([C:9]2([CH2:28][CH2:29]CS([O-])(=O)=O)[CH2:13][CH2:12][N:11]([C:14](=[O:27])[C:15]3[CH:20]=[C:19]([O:21][CH3:22])[C:18]([O:23][CH3:24])=[C:17]([O:25][CH3:26])[CH:16]=3)[CH2:10]2)[CH:5]=[CH:6][C:7]=1[Cl:8].C(CS([O-])(=O)=O)C.Cl.[CH3:43][N:44]1[CH2:49][CH2:48][N:47]([C:50]([NH2:52])=[O:51])[CH2:46][CH2:45]1.[C:53]1([C:59]2([C:65]([OH:67])=[O:66])[CH2:64][CH2:63][NH:62][CH2:61][CH2:60]2)[CH:58]=[CH:57][CH:56]=[CH:55][CH:54]=1.C(OCC)(=O)C.CCCCCC>CO.ClCCl>[ClH:1].[CH3:43][N:44]1[CH2:49][CH2:48][N:47]([C:50]([NH2:52])=[O:51])[CH2:46][CH2:45]1.[Cl:1][C:2]1[CH:3]=[C:4]([C:9]2([CH2:28][CH2:29][N:62]3[CH2:61][CH2:60][C:59]([C:53]4[CH:54]=[CH:55][CH:56]=[CH:57][CH:58]=4)([C:65]([OH:67])=[O:66])[CH2:64][CH2:63]3)[CH2:13][CH2:12][N:11]([C:14](=[O:27])[C:15]3[CH:20]=[C:19]([O:21][CH3:22])[C:18]([O:23][CH3:24])=[C:17]([O:25][CH3:26])[CH:16]=3)[CH2:10]2)[CH:5]=[CH:6][C:7]=1[Cl:8] |f:2.3.4,5.6,7.8,9.10.11|. Reported procedure: Prepare by the method of example 27.3.1 using 2-[3-(3,4-dichloro-phenyl)-1-(3,4,5-trimethoxy-benzoyl)-pyrrolidin-3-yl]-ethyl-methanesulfonate (2.8 g, 5.24 mmol) and 4-phenyl-piperidine-4-carboxylic acid 4-methylpiperazine-amide pyrrolidin-3-yl]-ethyl-methanesulfonate (2.8 g, 5.24 mmol) and 4-phenyl-piperidine-4-carboxylic acid 4-methylpiperazine-amide hydrochloride (2.8 g, 3.9 mmol). Chromatograph on silica gel eluting sequentially with 50% ethyl acetate/hexane, 3% methanol/dichloromethane, and ... Reactants: FC1=C(C(=O)NC(CCO)C2=CC(=CC=C2)CCCCCCC)C(=CC=C1)F (N-(2,6-difluorobenzoyl)-3-amino-3- (3-n-heptylphenyl)-1-propanol), FC1=C(C(=O)NC(CCO)C2=CC=C(C=C2)Cl)C(=CC=C1)F (N-(2,6-difluorobenzoyl)-3-amino-3-(4-chlorophenyl)-1-propanol). Product: FC1=C(C(=CC=C1)F)C=1OCCC(N1)C1=CC(=CC=C1)CCCCCCC (2,6-difluorophenyl-4-(3-n-heptylphenyl)-5,6-dihydro(4H)1,3-oxazine). RXN SMILES: [F:1][C:2]1[CH:27]=[CH:26][CH:25]=[C:24]([F:28])[C:3]=1[C:4]([NH:6][CH:7]([C:11]1[CH:16]=[CH:15][CH:14]=[C:13]([CH2:17][CH2:18][CH2:19][CH2:20][CH2:21][CH2:22][CH3:23])[CH:12]=1)[CH2:8][CH2:9]O)=[O:5].FC1C=CC=C(F)C=1C(NC(C1C=CC(Cl)=CC=1)CCO)=O>>[F:28][C:24]1[CH:25]=[CH:26][CH:27]=[C:2]([F:1])[C:3]=1[C:4]1[O:5][CH2:9][CH2:8][CH:7]([C:11]2[CH:16]=[CH:15][CH:14]=[C:13]([CH2:17][CH2:18][CH2:19][CH2:20][CH2:21][CH2:22][CH3:23])[CH:12]=2)[N:6]=1. Reported procedure: The procedure is as for Example 85, but 4.0 g (10.3 mmol) of N-(2,6-difluorobenzoyl)-3-amino-3- (3-n-heptylphenyl)-1-propanol are employed instead of N-(2,6-difluorobenzoyl)-3-amino-3-(4-chlorophenyl)-1-propanol. 2.7 g (70.8%) of 2-(2,6-difluorophenyl-4-(3-n-heptylphenyl)-5,6-dihydro(4H)1,3-oxazine are obtained as a colorless oil. The reactants are O=Cc1ccc(OCCBr)cc1, [K+], [K+], O=C([O-])[O-], CN(C)C=O, COC(=O)c1ccc(O)cc1. Product: COC(=O)c1ccc(OCCOc2ccc(C=O)cc2)cc1. As a reaction SMILES: [Br:1][CH2:2][CH2:3][O:4][c:5]1[cH:6][cH:7][c:8]([CH:9]=[O:10])[cH:11][cH:12]1.[K+:24].[K+:25].[O-:26][C:27]([O-:28])=[O:29].[O:30]=[CH:31][N:32]([CH3:33])[CH3:34].[OH:13][c:14]1[cH:15][cH:16][c:17]([C:18](=[O:19])[O:20][CH3:21])[cH:22][cH:23]1>>[CH2:2]([CH2:3][O:4][c:5]1[cH:6][cH:7][c:8]([CH:9]=[O:10])[cH:11][cH:12]1)[O:13][c:14]1[cH:15][cH:16][c:17]([C:18](=[O:19])[O:20][CH3:21])[cH:22][cH:23]1.